This data is from the Open Reaction Database (ORD), a public repository of structured organic reaction records. The task is: describe an organic reaction: reactants, conditions, products, and yield Reactants: CCO, NC1(CO)CCC(c2ccc(OCCc3ccc(OCc4ccccc4)cc3)cc2)C1. As a reaction SMILES: [CH3:32][CH2:33][OH:34].[NH2:1][C:2]1([CH2:30][OH:31])[CH2:3][CH:4]([c:7]2[cH:8][cH:9][c:10]([O:13][CH2:14][CH2:15][c:16]3[cH:17][cH:18][c:19]([O:22][CH2:23][c:24]4[cH:25][cH:26][cH:27][cH:28][cH:29]4)[cH:20][cH:21]3)[cH:11][cH:12]2)[CH2:5][CH2:6]1>>[NH2:1][C:2]1([CH2:30][OH:31])[CH2:3][CH:4]([c:7]2[cH:8][cH:9][c:10]([O:13][CH2:14][CH2:15][c:16]3[cH:17][cH:18][c:19]([OH:22])[cH:20][cH:21]3)[cH:11][cH:12]2)[CH2:5][CH2:6]1. The product is NC1(CO)CCC(c2ccc(OCCc3ccc(O)cc3)cc2)C1. Starting materials: FC=1C=CC(=NC1)[N+](=O)[O-] (5-fluoro-2-nitro-pyridine), O (water), CC(C)([O-])C.[K+] (potassium tert-butoxide), OC1CCN(CC1)C(=O)OC(C)(C)C (tert-butyl 4-hydroxy-1-piperidine-carboxylate). The solvent is CC(=O)N(C)C (DMA), CC(=O)N(C)C (dimethylacetamide). Conditions: time 1 hour. Yields the product C(C)(C)(C)OC(=O)N1CCC(CC1)OC=1C=NC(=CC1)[N+](=O)[O-] (4-(6-Nitro-pyridin-3-yloxy)-piperidine-1-carboxylic acid tert-butyl ester). The yield is 49.7%. As a reaction SMILES: CC(C)([O-])C.[K+].[OH:7][CH:8]1[CH2:13][CH2:12][N:11]([C:14]([O:16][C:17]([CH3:20])([CH3:19])[CH3:18])=[O:15])[CH2:10][CH2:9]1.F[C:22]1[CH:23]=[CH:24][C:25]([N+:28]([O-:30])=[O:29])=[N:26][CH:27]=1.O>CC(N(C)C)=O>[C:17]([O:16][C:14]([N:11]1[CH2:10][CH2:9][CH:8]([O:7][C:22]2[CH:27]=[N:26][C:25]([N+:28]([O-:30])=[O:29])=[CH:24][CH:23]=2)[CH2:13][CH2:12]1)=[O:15])([CH3:20])([CH3:19])[CH3:18] |f:0.1|. Procedure: Add potassium tert-butoxide (4.84 g) to a solution of tert-butyl 4-hydroxy-1-piperidine-carboxylate (8.76 g) in dimethylacetamide (DMA, 39 mL) at 0° C. under nitrogen. Stir for 1 h and add drop wise a solution 5-fluoro-2-nitro-pyridine (5 g) in DMA (78 mL). Let the reaction stir at RT overnight. Add water and stand for 1 h. Filter, wash with water. Purify by silica gel column chromatography eluting with DCM/EA (0-15%) to afford 5.65 g of the title compound. MS (ES+): m/z=324 (M+H)+. Starting materials: CN1CCN(CCC(C#N)c2ccccc2)CC1, O=Cc1ccc(Cl)cc1, N, O. The product is CN1CCN(CCC2C(=O)NC(c3ccc(Cl)cc3)c3ccccc32)CC1. Reaction SMILES: [C:1](#[N:2])[CH:3]([CH2:4][CH2:5][N:6]1[CH2:7][CH2:8][N:9]([CH3:12])[CH2:10][CH2:11]1)[c:13]1[cH:14][cH:15][cH:16][cH:17][cH:18]1.[Cl:19][c:20]1[cH:21][cH:22][c:23]([CH:24]=[O:25])[cH:26][cH:27]1.[NH3:28].[OH2:29]>>[C:1]1(=[O:29])[NH:2][CH:24]([c:23]2[cH:22][cH:21][c:20]([Cl:19])[cH:27][cH:26]2)[c:14]2[c:13]([cH:18][cH:17][cH:16][cH:15]2)[CH:3]1[CH2:4][CH2:5][N:6]1[CH2:7][CH2:8][N:9]([CH3:12])[CH2:10][CH2:11]1. Reactants: Cl.ClCC1=NC2=CC=CC=C2C=C1 (2-chloromethylquinoline hydrochloride), ice water, OC=1C=C(CO)C=CC1 (3-hydroxybenzylalcohol), [OH-].[Na+] (sodium hydroxide). Solvent: CS(=O)C (dimethylsulfoxide). Reaction conditions: time 24 hour. Product: OCC=1C=C(OCC2=NC3=CC=CC=C3C=C2)C=CC1 (2-(3-hydroxymethylphenoxy)methylquinoline). Isolated yield 103.2%. Reaction SMILES: Cl.Cl[CH2:3][C:4]1[CH:13]=[CH:12][C:11]2[C:6](=[CH:7][CH:8]=[CH:9][CH:10]=2)[N:5]=1.[OH:14][C:15]1[CH:16]=[C:17]([CH:20]=[CH:21][CH:22]=1)[CH2:18][OH:19].[OH-].[Na+]>CS(C)=O>[OH:19][CH2:18][C:17]1[CH:16]=[C:15]([CH:22]=[CH:21][CH:20]=1)[O:14][CH2:3][C:4]1[CH:13]=[CH:12][C:11]2[C:6](=[CH:7][CH:8]=[CH:9][CH:10]=2)[N:5]=1 |f:0.1,3.4|. Procedure: 20.0 g (93.5 mmoles) of 2-chloromethylquinoline hydrochloride, 11.6g (93.5 mmoles) of 3-hydroxybenzylalcohol and 7.48g (186.42 mmoles) of powdered sodium hydroxide are combined in 56 ml of dimethylsulfoxide. After stirring room temperature for 24 hours the mixture is poured into ice-water and the resulting solid is collected and dried to give 25.6g of 2-(3-hydroxymethylphenoxy)methylquinoline. Starting materials: N#Cc1ccc(-c2cccc3c2oc2ccccc23)cc1, CC(C)O, NN, O. Product: NCc1ccc(-c2cccc3c2oc2ccccc23)cc1. RXN SMILES: [C:1](#[N:2])[c:3]1[cH:4][cH:5][c:6](-[c:9]2[cH:10][cH:11][cH:12][c:13]3[c:14]2[o:15][c:16]2[c:17]3[cH:18][cH:19][cH:20][cH:21]2)[cH:7][cH:8]1.[CH:25]([OH:26])([CH3:27])[CH3:28].[NH2:23][NH2:24].[OH2:22]>>[CH2:1]([NH2:2])[c:3]1[cH:4][cH:5][c:6](-[c:9]2[cH:10][cH:11][cH:12][c:13]3[c:14]2[o:15][c:16]2[c:17]3[cH:18][cH:19][cH:20][cH:21]2)[cH:7][cH:8]1. Starting materials: ClCCNC1=C(C=C(C=C1)C(F)(F)F)[N+](=O)[O-] (N-(2-chloroethyl)-2-nitro-4-(trifluoromethyl)benzenamine), C1(=CC=CC=C1)C(N1CCNCC1)C1=CC=CC=C1 (1-(diphenylmethyl)piperazine), C([O-])([O-])=O.[Na+].[Na+] (sodium carbonate), [I-].[K+] (potassium iodide). Solvent: CC(CC(C)=O)C (4-methyl-2-pentanone), O (water). Product: C1(=CC=CC=C1)C(N1CCN(CC1)CCNC1=C(C=C(C=C1)C(F)(F)F)[N+](=O)[O-])C1=CC=CC=C1 (4-(diphenylmethyl)-N-[2-nitro-4-(trifluoromethyl)phenyl]-1-piperazineethanamine). RXN SMILES: Cl[CH2:2][CH2:3][NH:4][C:5]1[CH:10]=[CH:9][C:8]([C:11]([F:14])([F:13])[F:12])=[CH:7][C:6]=1[N+:15]([O-:17])=[O:16].[C:18]1([CH:24]([C:31]2[CH:36]=[CH:35][CH:34]=[CH:33][CH:32]=2)[N:25]2[CH2:30][CH2:29][NH:28][CH2:27][CH2:26]2)[CH:23]=[CH:22][CH:21]=[CH:20][CH:19]=1.C(=O)([O-])[O-].[Na+].[Na+].[I-].[K+]>O.CC(C)CC(=O)C>[C:31]1([CH:24]([C:18]2[CH:23]=[CH:22][CH:21]=[CH:20][CH:19]=2)[N:25]2[CH2:26][CH2:27][N:28]([CH2:2][CH2:3][NH:4][C:5]3[CH:10]=[CH:9][C:8]([C:11]([F:14])([F:13])[F:12])=[CH:7][C:6]=3[N+:15]([O-:17])=[O:16])[CH2:29][CH2:30]2)[CH:32]=[CH:33][CH:34]=[CH:35][CH:36]=1 |f:2.3.4,5.6|. Procedure details: A mixture of 9 parts of N-(2-chloroethyl)-2-nitro-4-(trifluoromethyl)benzenamine, 7.65 parts of 1-(diphenylmethyl)piperazine, 7.9 parts of sodium carbonate, 0.1 parts of potassium iodide and 200 parts of 4-methyl-2-pentanone is stirred and refluxed overnight. The reaction mixture is cooled, water is added and the layers are separated. The organic phase is dried, filtered and evaporated. The residue is crystallized from a mixture of 2,2'-oxybispropane and 2-propanol. The product is filtered off a... The reactants are O([Si](C)(C)C(C)(C)C)C=1C(=C2CCC(OC2=C(C1C)C)(CC(=O)OC)C)C (methyl 6-tert-butyldimethylsiloxy-2,5,7,8-tetramethylchroman-2-acetate), [H-].[Al+3].[Li+].[H-].[H-].[H-] (lithium aluminum hydride), S(=O)(=O)([O-])[O-].[Mg+2] (magnesium sulfate), aqueous solution, [OH-].[Na+] (NaOH). Run in C(C)OCC (diethyl ether), C(C)OCC (diethyl ether), O (water), O (water). Run at time 1 hour. Yields the product O([Si](C)(C)C(C)(C)C)C=1C(=C2CCC(OC2=C(C1C)C)(C)CCO)C (6-tert-butyldimethylsiloxy-2-(2-hydroxyethyl)-2,5,7,8-tetramethylchroman). The yield is 91.6%. RXN SMILES: [O:1]([C:9]1[C:10]([CH3:27])=[C:11]2[C:16](=[C:17]([CH3:20])[C:18]=1[CH3:19])[O:15][C:14]([CH3:26])([CH2:21][C:22](OC)=[O:23])[CH2:13][CH2:12]2)[Si:2]([C:5]([CH3:8])([CH3:7])[CH3:6])([CH3:4])[CH3:3].[H-].[Al+3].[Li+].[H-].[H-].[H-].[OH-].[Na+].S([O-])([O-])(=O)=O.[Mg+2]>C(OCC)C.O>[O:1]([C:9]1[C:10]([CH3:27])=[C:11]2[C:16](=[C:17]([CH3:20])[C:18]=1[CH3:19])[O:15][C:14]([CH2:21][CH2:22][OH:23])([CH3:26])[CH2:13][CH2:12]2)[Si:2]([C:5]([CH3:8])([CH3:7])[CH3:6])([CH3:3])[CH3:4] |f:1.2.3.4.5.6,7.8,9.10|. Procedure: Under nitrogen, a solution of 11.35 g (28.91 mM) of methyl 6-tert-butyldimethylsiloxy-2,5,7,8-tetramethylchroman-2-acetate in diethyl ether (10 ml) was added to a suspension of 1.1 g (28.99 mM) of lithium aluminum hydride in diethyl ether (50 ml) at 0° C. and the mixture was stirred at the prevailing temperature for one hour. Then, water (1.1 ml), 15% aqueous solution of NaOH (1.1 ml), and water (1.1 ml) were added in that order and the mixture was stirred at room temperature for 30 minutes. To ... The reactants are COC(=O)CS, O=[N+]([O-])c1cccnc1Cl, [H-], [Na+], C1CCOC1, O. The product is COC(=O)CSc1ncccc1[N+](=O)[O-]. As a reaction SMILES: [C:13]([CH2:14][SH:15])(=[O:16])[O:17][CH3:18].[Cl:3][c:4]1[n:5][cH:6][cH:7][cH:8][c:9]1[N+:10](=[O:11])[O-:12].[H-:1].[Na+:2].[O:19]1[CH2:20][CH2:21][CH2:22][CH2:23]1.[OH2:24]>>[c:4]1([S:15][CH2:14][C:13](=[O:16])[O:17][CH3:18])[n:5][cH:6][cH:7][cH:8][c:9]1[N+:10](=[O:11])[O-:12]. Run at time 15 minute. Reaction SMILES: [CH2:1]([O:8][C@H:9]([CH3:31])[CH2:10][NH:11][C:12]([CH3:30])([CH3:29])[CH2:13][C:14]([NH:16][C@@H:17]1[CH2:23][CH2:22][C:21]2[CH:24]=[CH:25][CH:26]=[CH:27][C:20]=2[NH:19][C:18]1=[O:28])=[O:15])[C:2]1[CH:7]=[CH:6][CH:5]=[CH:4][CH:3]=1.[H-].[Na+].[C:34]([O:38][C:39]([NH:41][CH2:42][C:43]1[CH:48]=[CH:47][CH:46]=[CH:45][C:44]=1[C:49]1[CH:54]=[CH:53][C:52]([CH2:55]O)=[CH:51][CH:50]=1)=[O:40])([CH3:37])([CH3:36])[CH3:35].S([O-])(=O)(=O)C>CN(C)C=O>[CH2:1]([O:8][C@H:9]([CH3:31])[CH2:10][NH:11][C:12]([CH3:30])([CH3:29])[CH2:13][C:14]([NH:16][C@@H:17]1[CH2:23][CH2:22][C:21]2[CH:24]=[CH:25][CH:26]=[CH:27][C:20]=2[N:19]([CH2:55][C:52]2[CH:51]=[CH:50][C:49]([C:44]3[CH:45]=[CH:46][CH:47]=[CH:48][C:43]=3[CH2:42][NH:41][C:39]([O:38][C:34]([CH3:37])([CH3:36])[CH3:35])=[O:40])=[CH:54][CH:53]=2)[C:18]1=[O:28])=[O:15])[C:2]1[CH:7]=[CH:6][CH:5]=[CH:4][CH:3]=1 |f:1.2|. Reported procedure: To a solution of 514 mg (1.22 mmol) of 3-[2(R)-benzyloxypropyl]amino-3-methyl-N-[2,3,4,5-tetrahydro-2-oxo-1H-1-benzazepin-3(R)-yl]-butanamide in 5 mL of dry dimethylformamide under nitrogen was added 53 mg (1.34 mmol) of 60% sodium hydride/oil dispersion. After stirring for 15 minutes, a solution of 499 mg (1.28 mmol) of 2'-[(t-Butoxycarbonylamino)methyl]-1,1-biphenyl-4-methanol, methanesulfonate ester (Example 11, Step I) in 2 mL of dry dimethylformamide was added by cannula. The flask which or... Starting materials: C(C)(C)(C)OC(=O)NCC1=C(C=CC=C1)C1=CC=C(C=C1)CO (2'-[(t-Butoxycarbonylamino)methyl]-1,1-biphenyl-4-methanol), methanesulfonate ester, S(C)(=O)(=O)[O-] (mesylate), C(C1=CC=CC=C1)O[C@@H](CNC(CC(=O)N[C@H]1C(NC2=C(CC1)C=CC=C2)=O)(C)C)C (3-[2(R)-benzyloxypropyl]amino-3-methyl-N-[2,3,4,5-tetrahydro-2-oxo-1H-1-benzazepin-3(R)-yl]-butanamide), [H-].[Na+] (sodium hydride). Yield: 99.4%. Yields the product C(C1=CC=CC=C1)O[C@@H](CNC(CC(=O)N[C@H]1C(N(C2=C(CC1)C=CC=C2)CC2=CC=C(C=C2)C2=C(C=CC=C2)CNC(=O)OC(C)(C)C)=O)(C)C)C (3-[2(R)-Benzyloxypropyl]amino-3-methyl-N-[2, 3,4,5-tetrahydro-2-oxo-1-[[2'-[(t-butoxycarbonylamino)methyl][1,1'-biphenyl]-4-yl]-methyl]-1H-1-benzazepin-3(R)-yl]-butanamide). Run in CN(C=O)C (dimethylformamide), CN(C=O)C (dimethylformamide). The reactants are NCC(O)C1=CC(=C(C=C1)OC)OC (2-amino-1-(3,4-dimethoxyphenyl)-ethanol), C(=O)(Cl)Cl (phosgene), N1=CC=CC=C1 (pyridine). Solvent: C(Cl)(Cl)Cl (chloroform), C(Cl)(Cl)Cl (chloroform), C(Cl)(Cl)Cl (chloroform). Reaction conditions: time 1 hour. Product: COC=1C=C(C=CC1OC)C1CNC(O1)=O (5-(3,4-dimethoxyphenyl)-2-oxazolidinone). Yield: 75.0%. Reaction SMILES: [NH2:1][CH2:2][CH:3]([C:5]1[CH:10]=[CH:9][C:8]([O:11][CH3:12])=[C:7]([O:13][CH3:14])[CH:6]=1)[OH:4].[C:15](Cl)(Cl)=[O:16].N1C=CC=CC=1>C(Cl)(Cl)Cl>[CH3:14][O:13][C:7]1[CH:6]=[C:5]([CH:3]2[O:4][C:15](=[O:16])[NH:1][CH2:2]2)[CH:10]=[CH:9][C:8]=1[O:11][CH3:12]. Reported procedure: 100 mmol of 2-amino-1-(3,4-dimethoxyphenyl)-ethanol is dissolved in 100 ml. of chloroform. After cooling to 0°, a solution of 100 mmol of phosgene in 100 ml. of chloroform is added dropwise so slowly that the internal temperature does not rise above 5°. After one hour of agitation at 5°-10°, 200 mmol of pyridine in 100 ml. of chloroform is added dropwise to the reaction mixture, and the latter is stirred for 3 hours. After washing the organic phase in semisaturated NaCl solution, the mixture is ...